Dataset: the Open Reaction Database (ORD), a public repository of structured organic reaction records. Task: describe an organic reaction: reactants, conditions, products, and yield Starting materials: [BH4-].[Na+] (sodium borohydride), COC([C@@H](NC([C@@H](NC([C@@H](NC(C(C)(C)C)=O)CC1=CC=CC=C1)=O)CC1=CC=CC=C1)=O)CC1=CNC=N1)=O (N-Pivaloyl-L-phenylalanyl-L phenylalanyl-L-histidine methyl ester), Cl (hydrochloric acid). Solvent: CO (methanol), O1CCCC1 (tetrahydrofuran). Run at time 4 hour. Yields the product OCC(CC=1N=CNC1)NC([C@@H](NC([C@@H](NC(C(C)(C)C)=O)CC1=CC=CC=C1)=O)CC1=CC=CC=C1)=O (4-{2-hydroxymethyl-2-[N-(N-pivaloyl-L-phenylalanyl-L-phenylalanyl)amino]ethyl}imidazole). Isolated yield 68.8%. RXN SMILES: C[O:2][C:3](=O)[C@H:4]([CH2:34][C:35]1[N:39]=[CH:38][NH:37][CH:36]=1)[NH:5][C:6](=[O:33])[C@H:7]([CH2:26][C:27]1[CH:32]=[CH:31][CH:30]=[CH:29][CH:28]=1)[NH:8][C:9](=[O:25])[C@H:10]([CH2:18][C:19]1[CH:24]=[CH:23][CH:22]=[CH:21][CH:20]=1)[NH:11][C:12](=[O:17])[C:13]([CH3:16])([CH3:15])[CH3:14].[BH4-].[Na+].Cl>O1CCCC1.CO>[OH:2][CH2:3][CH:4]([NH:5][C:6](=[O:33])[C@H:7]([CH2:26][C:27]1[CH:28]=[CH:29][CH:30]=[CH:31][CH:32]=1)[NH:8][C:9](=[O:25])[C@H:10]([CH2:18][C:19]1[CH:20]=[CH:21][CH:22]=[CH:23][CH:24]=1)[NH:11][C:12](=[O:17])[C:13]([CH3:16])([CH3:15])[CH3:14])[CH2:34][C:35]1[N:39]=[CH:38][NH:37][CH:36]=1 |f:1.2|. Procedure details: N-Pivaloyl-L-phenylalanyl-L phenylalanyl-L-histidine methyl ester (1.90 g) is dissolved in tetrahydrofuran (12 ml), and a solution of sodium borohydride (0.20 g) in methanol (2.5 ml) is added dropwise thereto. The mixture is stirred at room temperature for four hours, and 5% hydrochloric acid (4 ml) is added to the mixture and then the solvent is distilled off. The residue is made alkaline with an aqueous sodium bicarbonate solution and then extracted with ethyl acetate. The extract is washed wi... Reactants: O=C(CBr)c1ccc(-c2ccccc2)cc1, [C-]#N, CC#N, [K+], O. The product is N#CCC(=O)c1ccc(-c2ccccc2)cc1. RXN SMILES: [Br:4][CH2:5][C:6](=[O:7])[c:8]1[cH:9][cH:10][c:11](-[c:14]2[cH:15][cH:16][cH:17][cH:18][cH:19]2)[cH:12][cH:13]1.[C-:1]#[N:2].[CH3:21][C:22]#[N:23].[K+:3].[OH2:20]>>[C:1](#[N:2])[CH2:5][C:6](=[O:7])[c:8]1[cH:9][cH:10][c:11](-[c:14]2[cH:15][cH:16][cH:17][cH:18][cH:19]2)[cH:12][cH:13]1. Starting materials: C(CCCCCCC)C1=CC=C(C=C1)C1CC(CO1)O (5-(4-octylphenyl)tetrahydrofuran-3-ol), C=1C=C[NH+]=CC1.[O-][Cr](=O)(=O)Cl (PCC). Solvent: ClCCl (dichloromethane). Conditions: time 16 hour. The product is C(CCCCCCC)C1=CC=C(C=C1)C1CC(CO1)=O (5-(4-octylphenyl)dihydrofuran-3(2H)-one). Isolated yield 84.5%. As a reaction SMILES: [CH2:1]([C:9]1[CH:14]=[CH:13][C:12]([CH:15]2[O:19][CH2:18][CH:17]([OH:20])[CH2:16]2)=[CH:11][CH:10]=1)[CH2:2][CH2:3][CH2:4][CH2:5][CH2:6][CH2:7][CH3:8].C1C=C[NH+]=CC=1.[O-][Cr](Cl)(=O)=O>ClCCl>[CH2:1]([C:9]1[CH:10]=[CH:11][C:12]([CH:15]2[O:19][CH2:18][C:17](=[O:20])[CH2:16]2)=[CH:13][CH:14]=1)[CH2:2][CH2:3][CH2:4][CH2:5][CH2:6][CH2:7][CH3:8] |f:1.2|. Procedure: 5-(4-octylphenyl)tetrahydrofuran-3-ol (1 g, 3.62 mmol) was dissolved in dichloromethane (36.2 ml) in a sealed vial. PCC (3.12 g, 14.47 mmol) (Aldrich) was added and the reaction stirred for about 16 h. The methylene chloride was evaporated and the residue stirred with ethyl acetate. The ethyl acetate was filtered through a pad of silica gel (approx. 50 mL silica) and product eluted with ethyl acetate. This removed most of the brown color. Concentrate and then chromatograph on a 40 g redi-sep col... Reactants: C(C)(=O)O[BH-](OC(C)=O)OC(C)=O.[Na+] (sodium triacetoxyborohydride), FC=1C(=NC(=NC1)NC1=NC=C(C=C1)CN1CCNCC1)C1=CC2=C(N=C(N2C(C)C)C)C(=C1)F ([5-fluoro-4-(7-fluoro-3-isopropyl-2-methyl-3H-benzoimidazol-5-yl)-pyrimidin-2-yl]-(5-piperazin-1-ylmethyl-pyridin-2-yl)-amine), CC(=O)C (acetone), ClCCCl (1,2-dichloroethane). The solvent is C(C)(=O)O (acetic acid). Run at temperature 60 celsius. Product: FC=1C(=NC(=NC1)NC1=NC=C(C=C1)CN1CCN(CC1)C(C)C)C1=CC2=C(N=C(N2C(C)C)C)C(=C1)F ([5-Fluoro-4-(7-fluoro-3-isopropyl-2-methyl-3H-benzoimidazol-5-yl)-pyrimidin-2-yl]-[5-(4-isopropyl-piperazin-1-ylmethyl)-pyridin-2-yl]-amine). As a reaction SMILES: C(O[BH-](OC(=O)C)OC(=O)C)(=O)C.[Na+].[F:15][C:16]1[C:17]([C:36]2[CH:48]=[C:47]([F:49])[C:39]3[N:40]=[C:41]([CH3:46])[N:42]([CH:43]([CH3:45])[CH3:44])[C:38]=3[CH:37]=2)=[N:18][C:19]([NH:22][C:23]2[CH:28]=[CH:27][C:26]([CH2:29][N:30]3[CH2:35][CH2:34][NH:33][CH2:32][CH2:31]3)=[CH:25][N:24]=2)=[N:20][CH:21]=1.[CH3:50][C:51]([CH3:53])=O.ClCCCl>C(O)(=O)C>[F:15][C:16]1[C:17]([C:36]2[CH:48]=[C:47]([F:49])[C:39]3[N:40]=[C:41]([CH3:46])[N:42]([CH:43]([CH3:45])[CH3:44])[C:38]=3[CH:37]=2)=[N:18][C:19]([NH:22][C:23]2[CH:28]=[CH:27][C:26]([CH2:29][N:30]3[CH2:31][CH2:32][N:33]([CH:51]([CH3:53])[CH3:50])[CH2:34][CH2:35]3)=[CH:25][N:24]=2)=[N:20][CH:21]=1 |f:0.1|. Reported procedure: Add sodium triacetoxyborohydride (299.9 mg) to a mixture of [5-fluoro-4-(7-fluoro-3-isopropyl-2-methyl-3H-benzoimidazol-5-yl)-pyrimidin-2-yl]-(5-piperazin-1-ylmethyl-pyridin-2-yl)-amine (130 mg), acetone (31.6 μL), 1,2-dichloroethane (9 mL) and acetic acid (16.3 μL). Heat at 60° C. for 1 h. Remove the solvent under vacuum. Purify by strong cation exchange cartridge (SCX) eluting with methanol and then methanol-NH3 2 M followed by silica gel column chromatography eluting with DCM/methanol-NH3 2 M... Starting materials: 4-l, N(=O)OCCCC (n-butyl nitrite), S1C=CC=C1 (thiophene), NC1=C(C=CC=C1)C1=CC=CC=C1 (o-aminobiphenyl), S1C=CC=C1 (thiophene). Run at time 8 day. Product: C1(=C(C=CC=C1)C=1SC=CC1)C1=CC=CC=C1 (2-(o-biphenylyl)thiophene). The yield is 34.8%. RXN SMILES: N[C:2]1[CH:7]=[CH:6][CH:5]=[CH:4][C:3]=1[C:8]1[CH:13]=[CH:12][CH:11]=[CH:10][CH:9]=1.[S:14]1[CH:18]=[CH:17][CH:16]=[CH:15]1.N(OCCCC)=O>>[C:3]1([C:8]2[CH:13]=[CH:12][CH:11]=[CH:10][CH:9]=2)[CH:4]=[CH:5][CH:6]=[CH:7][C:2]=1[C:15]1[S:14][CH:18]=[CH:17][CH:16]=1. Reported procedure: In a 4-l Erlenmeyer flask were placed 100 g (0.600 mole) of Pfalz and Bauer o-aminobiphenyl, m.p. 49°-51° C., 3000 ml (38.2 moles) of thiophene and 90 ml (0.80 mole) of n-butyl nitrite. The mixture was thoroughly stirred and then allowed to stand at room temperature for eight days. Unreacted thiophene was removed by distillation. The residue was distilled at reduced pressure to give 49.4 g (34.8%) of 2-(o-biphenylyl)thiophene b.p. 138°-155° C. (0.1 mm), ND20 1.6465. Product: COc1ccc(-c2ccnc(Nc3cc(C)cc(C)c3)n2)c(OC)c1OC. Reaction SMILES: [CH3:20][c:21]1[cH:22][c:23]([NH2:24])[cH:25][c:26]([CH3:28])[cH:27]1.[CH3:36][CH2:37][O:38][CH2:39][CH3:40].[Cl:1][c:2]1[n:3][cH:4][cH:5][c:6](-[c:8]2[c:9]([O:18][CH3:19])[c:10]([O:16][CH3:17])[c:11]([O:14][CH3:15])[cH:12][cH:13]2)[n:7]1.[H-:30].[Na+:29].[O:31]1[CH2:32][CH2:33][CH2:34][CH2:35]1>>[c:2]1([NH:24][c:23]2[cH:22][c:21]([CH3:20])[cH:27][c:26]([CH3:28])[cH:25]2)[n:3][cH:4][cH:5][c:6](-[c:8]2[c:9]([O:18][CH3:19])[c:10]([O:16][CH3:17])[c:11]([O:14][CH3:15])[cH:12][cH:13]2)[n:7]1. The reactants are Cc1cc(C)cc(N)c1, CCOCC, COc1ccc(-c2ccnc(Cl)n2)c(OC)c1OC, [H-], [Na+], C1CCOC1. Reactants: O(O)O (epoxy alcohol), epoxide, epoxide, C(C1=CC=CC=C1)(=O)ON=[N+]=[N-] (azido benzoate), epoxide, ON=[N+]=[N-] (hydroxyazide), methyl ester, RuCl3, methyl ester, ON=[N+]=[N-] (hydroxy azide), N(=[N+]=[N-])[Si](C)(C)C (azidotrimethylsilane), NaIO4, [N+](=[N-])=C (diazomethane). Reagents/catalysts: [Cl-].[Zn+2].[Cl-] (zinc chloride). Run in CO (methanol). Product: C(C1=CC=CC=C1)(=O)ON (amino benzoate). As a reaction SMILES: O(O)O.[N+](=C)=[N-].ON=[N+]=[N-].N([Si](C)(C)C)=[N+]=[N-].[C:18]([O:26][N:27]=[N+]=[N-])(=[O:25])[C:19]1[CH:24]=[CH:23][CH:22]=[CH:21][CH:20]=1>CO.[Cl-].[Zn+2].[Cl-]>[C:18]([O:26][NH2:27])(=[O:25])[C:19]1[CH:24]=[CH:23][CH:22]=[CH:21][CH:20]=1 |f:6.7.8|. Procedure: Phenylacetylene is subject to 1) hydroxymethylation followed by 2) Lindlar reduction to yield cis-cinnamyl alcohol. ##STR6## 3) The cis-cinnamyl alcohol is subjected to the titanium-catalyzed epoxidation process to yield (2S,3R)-epoxy alcohol. ##STR7## 4) This epoxy alcohol is oxidized with RuCl3 and NaIO4, and 5) the reaction product converted to the methyl ester of the epoxide with ethereal diazomethane. 6) This methyl ester of the epoxide is transformed into the desired hydroxyazide by epoxid... The reactants are C(C)(C=1C=CC2=C(OC3=C2C=CC=C3)C1)=NO (3-Acetyldibenzofuran oxime), ketone, C(C)O (ethanol), Cl.NO (hydroxylamine hydrochloride). Solvent: N1=CC=CC=C1 (pyridine). Reaction conditions: time 8 hour. The product is ON(C(C)=O)C(C)C=1C=CC2=C(OC3=C2C=CC=C3)C1 (N-hydroxy-N-(1-dibenzofur-3-ylethyl) acetamide). RXN SMILES: [C:1](=[N:16][OH:17])([C:3]1[CH:4]=[CH:5][C:6]2[C:10]3[CH:11]=[CH:12][CH:13]=[CH:14][C:9]=3[O:8][C:7]=2[CH:15]=1)[CH3:2].[CH2:18]([OH:20])[CH3:19].Cl.NO>N1C=CC=CC=1>[OH:17][N:16]([CH:1]([C:3]1[CH:4]=[CH:5][C:6]2[C:10]3[CH:11]=[CH:12][CH:13]=[CH:14][C:9]=3[O:8][C:7]=2[CH:15]=1)[CH3:2])[C:18](=[O:20])[CH3:19] |f:2.3|. Procedure: 3-Acetyldibenzofuran oxime. The crude ketone prepared as described in step a, was dissolved in pyridine (50 mL) and ethanol (50 mL) and hydroxylamine hydrochloride was added. The mixture was stirred overnight at ambient temperature. The reaction was concentrated and the residue was partitioned between ethyl acetate (300 mL) and 3N HCl. The ethyl acetate layer was dried (Na2SO4), filtered and concentrated in vacuo to give a crystalline residue. The crystals were rinsed with hexane, filtered and d...